Dataset: the Open Reaction Database (ORD), a public repository of structured organic reaction records. Task: describe an organic reaction: reactants, conditions, products, and yield The reactants are N#Cc1nc(O)c2ccc(-c3ccccn3)cc2c1-c1cccc(F)c1, [Na+], O=C([O-])O, O, O=P(Cl)(Cl)Cl. Product: N#Cc1nc(Cl)c2ccc(-c3ccccn3)cc2c1-c1cccc(F)c1. As a reaction SMILES: [F:6][c:7]1[cH:8][c:9](-[c:13]2[c:14]([C:30]#[N:31])[n:15][c:16]([OH:29])[c:17]3[cH:18][cH:19][c:20](-[c:23]4[n:24][cH:25][cH:26][cH:27][cH:28]4)[cH:21][c:22]23)[cH:10][cH:11][cH:12]1.[Na+:36].[O-:32][C:33]([OH:34])=[O:35].[OH2:37].[P:1]([Cl:2])([Cl:3])([Cl:4])=[O:5]>>[Cl:3][c:16]1[n:15][c:14]([C:30]#[N:31])[c:13](-[c:9]2[cH:8][c:7]([F:6])[cH:12][cH:11][cH:10]2)[c:22]2[c:17]1[cH:18][cH:19][c:20](-[c:23]1[n:24][cH:25][cH:26][cH:27][cH:28]1)[cH:21]2. Reactants: N#Cc1cccc(C=O)c1, CC(=O)O[BH-](OC(C)=O)OC(C)=O, O=C([O-])O, ClCCl, CC(=O)O, COc1ccc(-c2cc3cc(F)c(F)cc3[nH]2)cc1N, [Na+], [Na+]. Product: COc1ccc(-c2cc3cc(F)c(F)cc3[nH]2)cc1NCc1cccc(C#N)c1. RXN SMILES: [C:1](#[N:2])[c:3]1[cH:4][c:5]([CH:6]=[O:7])[cH:8][cH:9][cH:10]1.[C:31]([O:32][BH-:33]([O:34][C:35](=[O:36])[CH3:37])[O:38][C:39](=[O:40])[CH3:41])(=[O:42])[CH3:43].[C:45](=[O:46])([OH:47])[O-:48].[CH2:50]([Cl:51])[Cl:52].[CH3:53][C:54](=[O:55])[OH:56].[F:11][c:12]1[cH:13][c:14]2[cH:15][c:16](-[c:22]3[cH:23][cH:24][c:25]([O:29][CH3:30])[c:26]([NH2:28])[cH:27]3)[nH:17][c:18]2[cH:19][c:20]1[F:21].[Na+:44].[Na+:49]>>[C:1](#[N:2])[c:3]1[cH:4][c:5]([CH2:6][NH:28][c:26]2[c:25]([O:29][CH3:30])[cH:24][cH:23][c:22](-[c:16]3[cH:15][c:14]4[cH:13][c:12]([F:11])[c:20]([F:21])[cH:19][c:18]4[nH:17]3)[cH:27]2)[cH:8][cH:9][cH:10]1. The reactants are N1(CCCCC1)CCO (1-Piperidineethanol), [OH-].[K+] (KOH), FC1=CC(=C(C=C1)[N+](=O)[O-])OC (4-fluoro-2-methoxy-1-nitrobenzene). Reagents/catalysts: CCCCCCCC[N+](C)(CCCCCCCC)CCCCCCCC.[Cl-] (Aliquat 336). Reaction conditions: temperature 80 celsius, time 5 minute. Product: COC=1C=C(OCCN2CCCCC2)C=CC1[N+](=O)[O-] (1-[2-(3-Methoxy-4-nitro-phenoxy)-ethyl]-piperidine). Isolated yield 49.0%. RXN SMILES: [N:1]1([CH2:7][CH2:8][OH:9])[CH2:6][CH2:5][CH2:4][CH2:3][CH2:2]1.[OH-].[K+].F[C:13]1[CH:18]=[CH:17][C:16]([N+:19]([O-:21])=[O:20])=[C:15]([O:22][CH3:23])[CH:14]=1>CCCCCCCC[N+](CCCCCCCC)(CCCCCCCC)C.[Cl-]>[CH3:23][O:22][C:15]1[CH:14]=[C:13]([CH:18]=[CH:17][C:16]=1[N+:19]([O-:21])=[O:20])[O:9][CH2:8][CH2:7][N:1]1[CH2:6][CH2:5][CH2:4][CH2:3][CH2:2]1 |f:1.2,4.5|. Procedure: 1-Piperidineethanol (1.8 g, 14 mmol) was added to a mixture of powdered KOH (0.78 g, 14 mmol) and Aliquat 336 (0.56 g, 1.4 mmol), and the resulting mixture was stirred for 5 minutes at 80° C. Then 4-fluoro-2-methoxy-1-nitrobenzene (2.0 g, 12 mmol) was added, and stirring proceeded at this temperature for 30 minutes. The mixture was cooled and partitioned between methylene chloride (75 mL) and water (75 mL), and the organic phase was washed with water (75 mL) and extracted with dilute aqueous HCl... The reactants are C(CCC)C1=NC2=C(N1CC1=CC=C(C=C1)C1=C(C=CC=C1)C#N)C(=CC=C2)C(=O)OC (methyl 2-butyl-1-[(2'-cyanobiphenyl-4-yl)methyl]benzimidazole-7-carboxylate), CO (methanol), NaBH. The solvent is O1CCCC1 (tetrahydrofuran). The product is C(CCC)C1=NC2=C(N1CC1=CC=C(C=C1)C1=C(C=CC=C1)C#N)C(=CC=C2)CO (2-Butyl-1-(2'-cyanobiphenyl-4-yl)methyl-7-hydroxymethylbenzimidazole). As a reaction SMILES: [CH2:1]([C:5]1[N:9]([CH2:10][C:11]2[CH:16]=[CH:15][C:14]([C:17]3[CH:22]=[CH:21][CH:20]=[CH:19][C:18]=3[C:23]#[N:24])=[CH:13][CH:12]=2)[C:8]2[C:25]([C:29](OC)=[O:30])=[CH:26][CH:27]=[CH:28][C:7]=2[N:6]=1)[CH2:2][CH2:3][CH3:4].CO>O1CCCC1>[CH2:1]([C:5]1[N:9]([CH2:10][C:11]2[CH:12]=[CH:13][C:14]([C:17]3[CH:22]=[CH:21][CH:20]=[CH:19][C:18]=3[C:23]#[N:24])=[CH:15][CH:16]=2)[C:8]2[C:25]([CH2:29][OH:30])=[CH:26][CH:27]=[CH:28][C:7]=2[N:6]=1)[CH2:2][CH2:3][CH3:4]. Reported procedure: To a solution of methyl 2-butyl-1-[(2'-cyanobiphenyl-4-yl)methyl]benzimidazole-7-carboxylate (10 g) and NaBH. (2.2 g) in tetrahydrofuran (100 ml) was added dropwise methanol (19 ml) during 80 minutes. The mixture was heated for 27 further hours under reflux, and the reaction mixture was concentrated to dryness. To the concentrate was added water, which was neutralized with conc. HCl. Crystals thus separated were collected by filtration. Recrystallization from methanol afforded colorless needles ... Procedure details: To KH (35%; 1.38 g; 0.012 mole) in THF (20 ml) under N2 and cooled to 0° C. is added 5-hydroxytricyclo[3.3.1.13,7 ]decan-2-one (2 g; 0.012 mole) all at once. The reaction mixture is stirred for 5 min. in an ice bath and 1 hr. at room temperature. To the reaction mixture is then added 4-(benzoxazol-2-yl)benzyl bromide (3.4 g; 0.012 mole) dissolved in THF (60 ml) at a fast drip rate. A bright yellow mixture forms and the mixture is stirred overnight at room temperature. The mixture is next cooled ... Reactants: OC12CC3C(C(CC(C1)C3)C2)=O (5-hydroxytricyclo[3.3.1.13,7 ]decan-2-one), O1C(=NC2=C1C=CC=C2)C2=CC=C(CBr)C=C2 (4-(benzoxazol-2-yl)benzyl bromide), CO (MeOH). As a reaction SMILES: [OH:1][C:2]12[CH2:11][CH:6]3[CH2:7][CH:8]([CH2:10][CH:4]([C:5]3=[O:12])[CH2:3]1)[CH2:9]2.[O:13]1[C:17]2[CH:18]=[CH:19][CH:20]=[CH:21][C:16]=2[N:15]=[C:14]1[C:22]1[CH:29]=[CH:28][C:25]([CH2:26]Br)=[CH:24][CH:23]=1.CO>C1COCC1>[O:13]1[C:17]2[CH:18]=[CH:19][CH:20]=[CH:21][C:16]=2[N:15]=[C:14]1[C:22]1[CH:29]=[CH:28][C:25]([CH2:26][O:1][C:2]23[CH2:11][CH:6]4[CH2:7][CH:8]([CH2:10][CH:4]([C:5]4=[O:12])[CH2:3]2)[CH2:9]3)=[CH:24][CH:23]=1. Solvent: C1CCOC1 (THF), C1CCOC1 (THF). The product is O1C(=NC2=C1C=CC=C2)C2=CC=C(COC13CC4C(C(CC(C1)C4)C3)=O)C=C2 (5-[4-(benzoxazol-2-yl)benzyloxy]tricyclo[3.3.1.13,7 ]decan-2-one). Conditions: time 1 hour. The reactants are NC=1C=C2NC(C(NC2=CC1)=O)=O (6-amino-2,3(1H,4H)-quinoxalinedione), COC1(OC(CC1)OC)OC (2,2,5-trimethoxytetrahydrofuran). Product: COC=1N(C=CC1)C=1C=C2NC(C(NC2=CC1)=O)=O (6-(2-Methoxy-1-pyrrolyl)-2,3(1H,4H)-quinoxalinedione). RXN SMILES: [NH2:1][C:2]1[CH:3]=[C:4]2[C:9](=[CH:10][CH:11]=1)[NH:8][C:7](=[O:12])[C:6](=[O:13])[NH:5]2.[CH3:14][O:15][C:16]1(OC)[CH2:20][CH2:19][CH:18](OC)O1>>[CH3:14][O:15][C:16]1[N:1]([C:2]2[CH:3]=[C:4]3[C:9](=[CH:10][CH:11]=2)[NH:8][C:7](=[O:12])[C:6](=[O:13])[NH:5]3)[CH:18]=[CH:19][CH:20]=1. Reported procedure: 28 mmol of 6-amino-2,3(1H,4H)-quinoxalinedione were reacted with 28 mmol of 2,2,5-trimethoxytetrahydrofuran by the method of Example 5d. The reactants are CO, CC(C)c1ccc(OC(=O)N2CCCC(c3cccc(OC(C)(C)C(=O)OCc4ccccc4)c3)C2)cc1. Yields the product CC(C)c1ccc(OC(=O)N2CCCC(c3cccc(OC(C)(C)C(=O)O)c3)C2)cc1. RXN SMILES: [CH3:39][OH:40].[CH:1]([CH3:2])([CH3:3])[c:4]1[cH:5][cH:6][c:7]([O:10][C:11](=[O:12])[N:13]2[CH2:14][CH:15]([c:19]3[cH:20][c:21]([O:25][C:26]([CH3:27])([CH3:28])[C:29](=[O:30])[O:31][CH2:32][c:33]4[cH:34][cH:35][cH:36][cH:37][cH:38]4)[cH:22][cH:23][cH:24]3)[CH2:16][CH2:17][CH2:18]2)[cH:8][cH:9]1>>[CH:1]([CH3:2])([CH3:3])[c:4]1[cH:5][cH:6][c:7]([O:10][C:11](=[O:12])[N:13]2[CH2:14][CH:15]([c:19]3[cH:20][c:21]([O:25][C:26]([CH3:27])([CH3:28])[C:29](=[O:30])[OH:31])[cH:22][cH:23][cH:24]3)[CH2:16][CH2:17][CH2:18]2)[cH:8][cH:9]1. Starting materials: CC(=O)Nc1nc(C)c(-c2cc(S(=O)(=O)NCCCO)sc2Br)s1, [Li]CCCC. The product is CC(=O)Nc1nc(C)c(-c2csc(S(=O)(=O)NCCCO)c2)s1. RXN SMILES: [Br:1][c:2]1[s:3][c:4]([S:17]([NH:18][CH2:19][CH2:20][CH2:21][OH:22])(=[O:23])=[O:24])[cH:5][c:6]1-[c:7]1[c:8]([CH3:16])[n:9][c:10]([NH:12][C:13]([CH3:14])=[O:15])[s:11]1.[CH2:25]([Li:26])[CH2:27][CH2:28][CH3:29]>>[cH:2]1[s:3][c:4]([S:17]([NH:18][CH2:19][CH2:20][CH2:21][OH:22])(=[O:23])=[O:24])[cH:5][c:6]1-[c:7]1[c:8]([CH3:16])[n:9][c:10]([NH:12][C:13]([CH3:14])=[O:15])[s:11]1.